The task is: describe an organic reaction: reactants, conditions, products, and yield. This data is from the Open Reaction Database (ORD), a public repository of structured organic reaction records. Starting materials: Br (HBr), Cl.BrC1=C(N)C(=CC(=C1)F)C (2-bromo-4-fluoro-6-methylaniline HCl), Br (HBr), CCO (EtOH), N(=O)[O-].[Na+] (sodium nitrite). Reagents/catalysts: [Cu]Br (copper(I) bromide). Reaction conditions: time 25 minute. Product: BrC1=C(C(=CC(=C1)F)C)Br (1,2-dibromo-5-fluoro-3-methylbenzene). Reaction SMILES: Cl.[Br:2][C:3]1[CH:9]=[C:8]([F:10])[CH:7]=[C:6]([CH3:11])[C:4]=1N.N([O-])=O.[Na+].CCO.[BrH:19]>[Cu]Br>[Br:2][C:3]1[CH:9]=[C:8]([F:10])[CH:7]=[C:6]([CH3:11])[C:4]=1[Br:19] |f:0.1,2.3|. Procedure details: A solution of 2-bromo-4-fluoro-6-methylaniline HCl (5.0 g, 17.6 mmol) in 25% aq. HBr (38.1 mL, 175 mmol) was cooled to 0° C. and an aq. solution of sodium nitrite (0.59 mL, 18.4 mmol) added, followed by a small amount of EtOH to aid solubility. The reaction was stirred at this temperature for 25 min before transferring by pipette to a solution of copper(I) bromide (2.64 g, 18.4 mmol) in 25% aq. HBr (20 ml) at 70° C. The reaction was stirred at this temperature for 3 h. The reaction was quenched ... Solvent: O (water). Reaction SMILES: [OH-].[Na+].[CH2:3]([CH:5]([C:11]([CH3:13])=[O:12])[C:6]([O:8]CC)=[O:7])[CH3:4]>O>[CH2:3]([CH:5]([C:11]([CH3:13])=[O:12])[C:6]([OH:8])=[O:7])[CH3:4] |f:0.1|. Procedure: Sodium hydroxide (1.92 g) was dissolved in water (10 mL) and ethyl 2-ethylacetoacetate (6.32 g: made by Wako Pure Chemical Industries) was added while stirring at room temperature, and this was further stirred for 30 minutes. The ethanol was subsequently removed with a rotary evaporator, and the remaining aqueous layer was washed with ether. To this was added ether (20 mL), and then, while stirring and chilling with ice, a solution of concentrated sulfuric acid 2.35 g dissolved in water 8 mL was... Yields the product C(C)C(C(=O)O)C(=O)C (α-ethylacetoacetic acid). Starting materials: [OH-].[Na+] (Sodium hydroxide), C(C)C(C(=O)OCC)C(=O)C (ethyl 2-ethylacetoacetate). Reactants: CS(C)=O, O=[N+]([O-])c1cccc(C=[N+]([O-])c2cccc(CO)c2)c1. Yields the product O=Cc1cccc([N+]([O-])=Cc2cccc([N+](=O)[O-])c2)c1. RXN SMILES: [CH3:21][S:22](=[O:23])[CH3:24].[OH:1][CH2:2][c:3]1[cH:4][c:5]([N+:9](=[CH:10][c:11]2[cH:12][c:13]([N+:17](=[O:18])[O-:19])[cH:14][cH:15][cH:16]2)[O-:20])[cH:6][cH:7][cH:8]1>>[O:1]=[CH:2][c:3]1[cH:4][c:5]([N+:9](=[CH:10][c:11]2[cH:12][c:13]([N+:17](=[O:18])[O-:19])[cH:14][cH:15][cH:16]2)[O-:20])[cH:6][cH:7][cH:8]1. The reactants are COC=1C=CC2=C(C(=C(S2)S(=O)(=O)[O-])C)C1.[K+] (potassium 5-methoxy-3-methylbenzothiophene-2-sulfonate), O=P(Cl)(Cl)Cl (POCl3). Reaction conditions: temperature 60 celsius. Product: COC=1C=CC2=C(C(=C(S2)S(=O)(=O)Cl)C)C1 (5-Methoxy-3-methylbenzothiophene-2-sulfonyl chloride). The yield is 90.0%. Reaction SMILES: [CH3:1][O:2][C:3]1[CH:4]=[CH:5][C:6]2[S:10][C:9]([S:11]([O-])(=[O:13])=[O:12])=[C:8]([CH3:15])[C:7]=2[CH:16]=1.[K+].O=P(Cl)(Cl)[Cl:20]>>[CH3:1][O:2][C:3]1[CH:4]=[CH:5][C:6]2[S:10][C:9]([S:11]([Cl:20])(=[O:13])=[O:12])=[C:8]([CH3:15])[C:7]=2[CH:16]=1 |f:0.1|. Reported procedure: A mixture of potassium 5-methoxy-3-methylbenzothiophene-2-sulfonate (100 mg, 0.34 mmol) in POCl3 (5 mL) was heated at 60° C. over night. The POCl3 was evaporated and the remaining crude product was purified on a small amount of silica using CH2Cl2 as eluent to give 80 mg of the title compound (90%). The reactants are C(C=C)OC1=C(NC(C)=O)C(=CC(=C1)C(CS(=O)(=O)C)=O)OCC=C (2',6'-bis(allyloxy)-4'-[(methylsulfonyl)-acetyl]acetanilide), [OH-].[Na+] (sodium hydroxide), C(C)O (ethanol), [BH4-].[Na+] (sodium borohydride). Run in O (water), O (water). Run at time 3 hour. The product is C(C=C)OC1=C(NC(C)=O)C(=CC(=C1)C(CS(=O)(=O)C)O)OCC=C (2',6'-bis(allyloxy)-4'-[1-hydroxy-2-(methylsulfonyl)-ethyl]-acetanilide). Reaction SMILES: [CH2:1]([O:4][C:5]1[CH:14]=[C:13]([C:15](=[O:21])[CH2:16][S:17]([CH3:20])(=[O:19])=[O:18])[CH:12]=[C:11]([O:22][CH2:23][CH:24]=[CH2:25])[C:6]=1[NH:7][C:8](=[O:10])[CH3:9])[CH:2]=[CH2:3].C(O)C.[BH4-].[Na+].[OH-].[Na+]>O>[CH2:1]([O:4][C:5]1[CH:14]=[C:13]([CH:15]([OH:21])[CH2:16][S:17]([CH3:20])(=[O:19])=[O:18])[CH:12]=[C:11]([O:22][CH2:23][CH:24]=[CH2:25])[C:6]=1[NH:7][C:8](=[O:10])[CH3:9])[CH:2]=[CH2:3] |f:2.3,4.5|. Procedure: A suspension of 1.7 g. of 2',6'-bis(allyloxy)-4'-[(methylsulfonyl)-acetyl]acetanilide in 20 ml. of ethanol and 20 ml. of water was treated with a solution of 0.40 g. of sodium borohydride in 5 ml. of water. There was also added 0.1 g. of sodium hydroxide. The mixture was stirred for 3 hours at room temperature and evaporated to dryness. The residue was taken up in water, removed by filtration under vacuum, dried and recrystallized from ethyl acetate/petroleum ether, whereby there was obtained 2'... The reactants are CC(C)Br, CC(=O)NC(C)COc1ccc(Oc2ccc(O)cc2)nc1. The product is CC(=O)NC(C)COc1ccc(Oc2ccc(OC(C)C)cc2)nc1. As a reaction SMILES: [Br:23][CH:24]([CH3:25])[CH3:26].[OH:1][c:2]1[cH:3][cH:4][c:5]([O:6][c:7]2[cH:8][cH:9][c:10]([O:13][CH2:14][CH:15]([CH3:16])[NH:17][C:18]([CH3:19])=[O:20])[cH:11][n:12]2)[cH:21][cH:22]1>>[O:1]([c:2]1[cH:3][cH:4][c:5]([O:6][c:7]2[cH:8][cH:9][c:10]([O:13][CH2:14][CH:15]([CH3:16])[NH:17][C:18]([CH3:19])=[O:20])[cH:11][n:12]2)[cH:21][cH:22]1)[CH:24]([CH3:25])[CH3:26]. Starting materials: C=CC(=O)OCc1cccc(C(F)(F)F)c1, C1CN2CCN1CC2, O=Cc1cccnc1. Product: C=C(C(=O)OCc1cccc(C(F)(F)F)c1)C(O)c1cccnc1. As a reaction SMILES: [C:1]([CH:2]=[CH2:3])(=[O:4])[O:5][CH2:6][c:7]1[cH:8][c:9]([C:13]([F:14])([F:15])[F:16])[cH:10][cH:11][cH:12]1.[N:25]12[CH2:26][CH2:27][N:28]([CH2:29][CH2:30]1)[CH2:31][CH2:32]2.[n:17]1[cH:18][c:19]([CH:23]=[O:24])[cH:20][cH:21][cH:22]1>>[C:1]([C:2](=[CH2:3])[CH:23]([c:19]1[cH:18][n:17][cH:22][cH:21][cH:20]1)[OH:24])(=[O:4])[O:5][CH2:6][c:7]1[cH:8][c:9]([C:13]([F:14])([F:15])[F:16])[cH:10][cH:11][cH:12]1. The reactants are C(C)(=O)NC1=C(C(=NN1CC(=O)OCC)C1=CC=C(C=C1)F)C#CC1=CC=CC=C1 (ethyl 2-(5-acetamido-3-(4-fluorophenyl)-4-(phenylethynyl)-1H-pyrazol-1-yl)acetate). The solvent is C(C)O (ethanol), [OH-].[Na+] (NaOH). Yields the product NC1=C(C(=NN1CC(=O)O)C1=CC=C(C=C1)F)C#CC1=CC=CC=C1 (2-(5-amino-3-(4-fluorophenyl)-4-(phenylethynyl)-1H-pyrazol-1-yl)acetic acid). The yield is 103.6%. As a reaction SMILES: C([NH:4][C:5]1[N:9]([CH2:10][C:11]([O:13]CC)=[O:12])[N:8]=[C:7]([C:16]2[CH:21]=[CH:20][C:19]([F:22])=[CH:18][CH:17]=2)[C:6]=1[C:23]#[C:24][C:25]1[CH:30]=[CH:29][CH:28]=[CH:27][CH:26]=1)(=O)C>C(O)C.[OH-].[Na+]>[NH2:4][C:5]1[N:9]([CH2:10][C:11]([OH:13])=[O:12])[N:8]=[C:7]([C:16]2[CH:21]=[CH:20][C:19]([F:22])=[CH:18][CH:17]=2)[C:6]=1[C:23]#[C:24][C:25]1[CH:30]=[CH:29][CH:28]=[CH:27][CH:26]=1 |f:2.3|. Procedure details: A solution of ethyl 2-(5-acetamido-3-(4-fluorophenyl)-4-(phenylethynyl)-1H-pyrazol-1-yl)acetate (620 mg, 1.5 mmol) in ethanol (7 mL) and 25% NaOH (7 mL) was heated to 83° C. for 16 h. The resultant solid was filtered, washed with ethanol and water then dried in vacuo to give 2-(5-amino-3-(4-fluorophenyl)-4-(phenylethynyl)-1H-pyrazol-1-yl)acetic acid as a solid (521 mg), which was used as such in the subsequent step. Starting materials: NC1=NC(=C(C(N1)=O)CC1=CC=C(C=C1)C1=C(C=CC=C1)C(=O)OC)CCCC (2-amino-6-butyl-5-[(2'-methoxycarbonylbiphenyl-4-yl)methyl]pyrimidin-4-one), ClCC(=O)O (chloroacetic acid), C1CCC(CC1)N=C=NC2CCCCC2 (DCC), C=1C=CC2=C(C1)N=NN2O (HOBT). The solvent is CN(C)C=O (DMF). Reaction conditions: time 8 hour. The product is C(CCC)C1=C(C(NC(=N1)NC(CCl)=O)=O)CC1=CC=C(C=C1)C1=C(C=CC=C1)C(=O)OC (6-Butyl-2-chloroacetylamino-5-[(2'-methoxycarbonylbiphenyl-4-yl)methyl]pyrimidin-4-one). RXN SMILES: [NH2:1][C:2]1[NH:7][C:6](=[O:8])[C:5]([CH2:9][C:10]2[CH:15]=[CH:14][C:13]([C:16]3[CH:21]=[CH:20][CH:19]=[CH:18][C:17]=3[C:22]([O:24][CH3:25])=[O:23])=[CH:12][CH:11]=2)=[C:4]([CH2:26][CH2:27][CH2:28][CH3:29])[N:3]=1.[Cl:30][CH2:31][C:32](O)=[O:33].C1CCC(N=C=NC2CCCCC2)CC1.C1C=CC2N(O)N=NC=2C=1>CN(C=O)C>[CH2:26]([C:4]1[N:3]=[C:2]([NH:1][C:32](=[O:33])[CH2:31][Cl:30])[NH:7][C:6](=[O:8])[C:5]=1[CH2:9][C:10]1[CH:11]=[CH:12][C:13]([C:16]2[CH:21]=[CH:20][CH:19]=[CH:18][C:17]=2[C:22]([O:24][CH3:25])=[O:23])=[CH:14][CH:15]=1)[CH2:27][CH2:28][CH3:29]. Procedure: A solution of 0.4 g of 2-amino-6-butyl-5-[(2'-methoxycarbonylbiphenyl-4-yl)methyl]pyrimidin-4-one in, 10 ml of anhydrous DMF is added in succession with 0.1 g of chloroacetic acid, 0.21 g of DCC and 0.17 g of HOBT. After 8 h under magnetic stirring, the resulting solid is filtered off and the solvent is evaporated under reduced pressure. The residue is taken up with H2O and extracted with AcOEt. The organic phase is dried over Na2 SO4 and evaporated under reduced pressure to obtain 0.47 g of a y...